describe an organic reaction: reactants, conditions, products, and yield From a dataset of the Open Reaction Database (ORD), a public repository of structured organic reaction records. Reported procedure: To a solution of Example 41D (2.0 g, 3.75 mmol) in dioxane (30 mL) was added 1M aqueous sodium hydroxide (15 mL, 15 mmol) and the mixture was stirred at 50° C. overnight. Water was added and the precipitate was filtered, washed with water and hexanes and dried in vacuo to afford the title compound. LC-MS: 380 (M+H)+. The solvent is O1CCOCC1 (dioxane). Reactants: FC=1C=CC2=C(C3=C4C(N(C(=C4CN2C)I)S(=O)(=O)C2=CC=C(C)C=C2)=NC=C3)C1 (7-fluoro-2-iodo-4-methyl-1-tosyl-3,4-dihydro-1H-1,4,11-triazadibenzo[cd,f]azulene), [OH-].[Na+] (sodium hydroxide), O (Water). Run at temperature 50 celsius, time 8 hour. Product: FC=1C=CC2=C(C3=C4C(NC(=C4CN2C)I)=NC=C3)C1 (7-fluoro-2-iodo-4-methyl-3,4-dihydro-1H-1,4,11-triazadibenzo[cd,f]azulene). Reaction SMILES: [F:1][C:2]1[CH:3]=[CH:4][C:5]2[N:14]([CH3:15])[CH2:13][C:12]3[C:8]4[C:9](=[N:27][CH:28]=[CH:29][C:7]=4[C:6]=2[CH:30]=1)[N:10](S(C1C=CC(C)=CC=1)(=O)=O)[C:11]=3[I:16].[OH-].[Na+].O>O1CCOCC1>[F:1][C:2]1[CH:3]=[CH:4][C:5]2[N:14]([CH3:15])[CH2:13][C:12]3[C:8]4[C:9](=[N:27][CH:28]=[CH:29][C:7]=4[C:6]=2[CH:30]=1)[NH:10][C:11]=3[I:16] |f:1.2|. Reactants: FC1=C(CN(C(=O)NC2=CC=C(C=C2)S(=O)(=O)N2CCC(CC2)C(OC)OC)C(C)C)C(=CC=C1)F (1-(2,6-difluoro-benzyl)-3-[4-(4-dimethoxymethyl-piperidine-1-sulfonyl)-phenyl]-1-isopropyl-urea), [I-].[Na+] (sodium iodide), ClC(Cl)(Cl)[SiH3] (trichloromethylsilane). The solvent is C(C)#N (acetonitrile). Yields the product FC1=C(CN(C(=O)NC2=CC=C(C=C2)S(=O)(=O)N2CCC(CC2)C=O)C(C)C)C(=CC=C1)F (1-(2,6-Difluoro-benzyl)-3-[4-(4-formyl-piperidine-1-sulfonyl)-phenyl]-1-isopropyl-urea). As a reaction SMILES: [F:1][C:2]1[CH:35]=[CH:34][CH:33]=[C:32]([F:36])[C:3]=1[CH2:4][N:5]([CH:29]([CH3:31])[CH3:30])[C:6]([NH:8][C:9]1[CH:14]=[CH:13][C:12]([S:15]([N:18]2[CH2:23][CH2:22][CH:21]([CH:24](OC)[O:25]C)[CH2:20][CH2:19]2)(=[O:17])=[O:16])=[CH:11][CH:10]=1)=[O:7].[I-].[Na+].ClC([SiH3])(Cl)Cl>C(#N)C>[F:36][C:32]1[CH:33]=[CH:34][CH:35]=[C:2]([F:1])[C:3]=1[CH2:4][N:5]([CH:29]([CH3:31])[CH3:30])[C:6]([NH:8][C:9]1[CH:10]=[CH:11][C:12]([S:15]([N:18]2[CH2:19][CH2:20][CH:21]([CH:24]=[O:25])[CH2:22][CH2:23]2)(=[O:17])=[O:16])=[CH:13][CH:14]=1)=[O:7] |f:1.2|. Procedure: Under anhydrous conditions, a solution of 1-(2,6-difluoro-benzyl)-3-[4-(4-dimethoxymethyl-piperidine-1-sulfonyl)-phenyl]-1-isopropyl-urea (0.32 g, 0.6 mmol), sodium iodide (0.228 g, 1.5 mmol), and trichloromethylsilane (0.143 mL, 1.2 mmol) in acetonitrile (2.5 mL) was stirred at ambient temperature for 15 minutes. The reaction mixture was quenched with water and partitioned with methylene chloride. The organic phase was washed with Na2S2O3 dilute solution and dried (Na2SO4). Removal of solvent a... The reactants are ICC=1CS[C@H]2N(C1C(=O)OC(C1=CC=CC=C1)C1=CC=CC=C1)C(C2NC(\C(\C=2N=C(SC2)NC(C2=CC=CC=C2)(C2=CC=CC=C2)C2=CC=CC=C2)=N/OC)=O)=O (benzhydryl 3-iodomethyl-7-[(Z)-2-methoxyimino-2-(2-tritylaminothiazol-4-yl)acetamido]-3-cephem-4-carboxylate), S1C=NC=2C=NC=CC21 (thiazolo[4,5-c]-pyridine), cephalosporin. Run in C(C)(=O)OCC (ethyl acetate), CS(=O)C (dimethylsulfoxide). Conditions: time 1 hour. Product: NC=1SC=C(N1)/C(/C(=O)NC1[C@@H]2N(C(=C(CS2)C[N+]2=CC3=C(C=C2)SC=N3)C(=O)[O-])C1=O)=N/OC (7-[(Z)-2-(2-Aminothiazol-4-yl)-2-methoxyiminoacetamido]-3-{(5-thiazolo[4,5-c]pyridinio)methyl}-3-cephem-4-carboxylate). Isolated yield 21.0%. Reaction SMILES: I[CH2:2][C:3]1[CH2:4][S:5][C@@H:6]2[CH:26]([NH:27][C:28](=[O:58])/[C:29](=[N:55]\[O:56][CH3:57])/[C:30]3[N:31]=[C:32]([NH:35]C(C4C=CC=CC=4)(C4C=CC=CC=4)C4C=CC=CC=4)[S:33][CH:34]=3)[C:25](=[O:59])[N:7]2[C:8]=1[C:9]([O:11]C(C1C=CC=CC=1)C1C=CC=CC=1)=[O:10].[S:60]1[C:68]2[CH:67]=[CH:66][N:65]=[CH:64][C:63]=2[N:62]=[CH:61]1>CS(C)=O.C(OCC)(=O)C>[NH2:35][C:32]1[S:33][CH:34]=[C:30](/[C:29](=[N:55]/[O:56][CH3:57])/[C:28]([NH:27][CH:26]2[C:25](=[O:59])[N:7]3[C:8]([C:9]([O-:11])=[O:10])=[C:3]([CH2:2][N+:65]4[CH:66]=[CH:67][C:68]5[S:60][CH:61]=[N:62][C:63]=5[CH:64]=4)[CH2:4][S:5][C@H:6]23)=[O:58])[N:31]=1. Procedure: A mixture of benzhydryl 3-iodomethyl-7-[(Z)-2-methoxyimino-2-(2-tritylaminothiazol-4-yl)acetamido]-3-cephem-4-carboxylate [VIIa] (1.50 g, 1.61 mmoles) and thiazolo[4,5-c]-pyridine (300 mg, 2.20 mmoles) in dry dimethylsulfoxide (DMSO) (7.5 mL) was stirred at room temperature for 1 hour. The reaction mixture was diluted with ethyl acetate (20 mL), washed with water (5 mL), dried and evaporated to dryness. To a solution of the residue in CHCl3 (5 mL) was added ether (50 mL) to give the quaternized ... Starting materials: C1CCNCC1, Cc1c(C(=O)N2CCN(C)CC2)c[nH]c1C=O, CCO, O=C1Cc2c(cccc2-c2ccccc2F)N1. Yields the product Cc1c(C(=O)N2CCN(C)CC2)c[nH]c1C=C1C(=O)Nc2cccc(-c3ccccc3F)c21. As a reaction SMILES: [CH2:35]1[CH2:36][CH2:37][NH:38][CH2:39][CH2:40]1.[CH3:18][c:19]1[c:20]([CH:33]=[O:34])[nH:21][cH:22][c:23]1[C:24](=[O:25])[N:26]1[CH2:27][CH2:28][N:29]([CH3:32])[CH2:30][CH2:31]1.[CH3:41][CH2:42][OH:43].[F:1][c:2]1[c:3](-[c:8]2[c:9]3[c:13]([cH:14][cH:15][cH:16]2)[NH:12][C:11](=[O:17])[CH2:10]3)[cH:4][cH:5][cH:6][cH:7]1>>[F:1][c:2]1[c:3](-[c:8]2[c:9]3[c:13]([cH:14][cH:15][cH:16]2)[NH:12][C:11](=[O:17])[C:10]3=[CH:33][c:20]2[c:19]([CH3:18])[c:23]([C:24](=[O:25])[N:26]3[CH2:27][CH2:28][N:29]([CH3:32])[CH2:30][CH2:31]3)[cH:22][nH:21]2)[cH:4][cH:5][cH:6][cH:7]1. Starting materials: C(C=C)OC1(CCN(CC1)C1=C(C(=C(C=2N1C=C(N2)C=2C=C(C=CC2)C2=C(C(=CC=C2O[C@@H](C)CC=C)F)F)C)C)[C@@H](C(=O)OC)OC(C)(C)C)C ((S)-methyl 2-(5-(4-(allyloxy)-4-methylpiperidin-1-yl)-2-(2′,3′-difluoro-6′-((S)-pent-4-en-2-yloxy)-[1,1′-biphenyl]-3-yl)-7,8-dimethylimidazo[1,2-a]pyridin-6-yl)-2-(tert-butoxy)acetate), C(C)(C)(C)O[C@H](C(=O)OC)C1=C2N3CCC(OCC=CC[C@@H](OC=4C=C(C=CC4C4=CC=CC(C5=CN2C(C=C1C)=N5)=C4)F)C)(CC3)C (methyl(2S)-2-(tert-butoxy)-2-[(22S)-18-fluoro-4,22,28-trimethyl-21,27-dioxa-1,7,34-triazahexacyclo[26.2.2.16,9.110,14.02,7.015,20]tetratriaconta-2,4,6(34),8,10(33),11,13,15(20),16,18,24-undecaen-3-yl]acetate). The product is C(C)(C)(C)O[C@H](C(=O)OC)C1=C2N3CCC(OC\C=C/C[C@@H](OC=4C=CC(=C(C4C4=CC=CC(C5=CN2C(C(=C1C)C)=N5)=C4)F)F)C)(CC3)C (Methyl(2S)-2-(tert-butoxy)-2-[(22S,24Z)-16,17-difluoro-4,5,22,28-tetramethyl-21,27-dioxa-1,7,34-triazahexacyclo[26.2.2.16,9.110,14.02,7.015,20]tetratriaconta-2,4,6(34),8,10(33),11,13,15(20),16,18,24-undecaen-3-yl]acetate). Isolated yield 41.6%. RXN SMILES: [CH2:1]([O:4][C:5]1([CH3:52])[CH2:10][CH2:9][N:8]([C:11]2[N:16]3[CH:17]=[C:18]([C:20]4[CH:21]=[C:22]([C:26]5[C:31]([O:32][C@H:33]([CH2:35][CH:36]=C)[CH3:34])=[CH:30][CH:29]=[C:28]([F:38])[C:27]=5[F:39])[CH:23]=[CH:24][CH:25]=4)[N:19]=[C:15]3[C:14]([CH3:40])=[C:13]([CH3:41])[C:12]=2[C@H:42]([O:47][C:48]([CH3:51])([CH3:50])[CH3:49])[C:43]([O:45][CH3:46])=[O:44])[CH2:7][CH2:6]1)[CH:2]=C.C(O[C@@H](C1C(C)=CC2=NC3=CN2C=1N1CCC(C)(OCC=CC[C@H](C)OC2C=C(F)C=CC=2C2C=C3C=CC=2)CC1)C(OC)=O)(C)(C)C>>[C:48]([O:47][C@@H:42]([C:12]1[C:13]([CH3:41])=[C:14]([CH3:40])[C:15]2=[N:19][C:18]3=[CH:17][N:16]2[C:11]=1[N:8]1[CH2:9][CH2:10][C:5]([CH3:52])([O:4][CH2:1][CH:2]=[CH:36][CH2:35][C@H:33]([CH3:34])[O:32][C:31]2[CH:30]=[CH:29][C:28]([F:38])=[C:27]([F:39])[C:26]=2[C:22]2[CH:21]=[C:20]3[CH:25]=[CH:24][CH:23]=2)[CH2:6][CH2:7]1)[C:43]([O:45][CH3:46])=[O:44])([CH3:51])([CH3:50])[CH3:49]. Procedure: Prepared in 41.6% yield from (S)-methyl 2-(5-(4-(allyloxy)-4-methylpiperidin-1-yl)-2-(2′,3′-difluoro-6′-((S)-pent-4-en-2-yloxy)-[1,1′-biphenyl]-3-yl)-7,8-dimethylimidazo[1,2-a]pyridin-6-yl)-2-(tert-butoxy)acetate following the procedure for methyl(2S)-2-(tert-butoxy)-2-[(22S)-18-fluoro-4,22,28-trimethyl-21,27-dioxa-1,7,34-triazahexacyclo[26.2.2.16,9.110,14.02,7.015,20]tetratriaconta-2,4,6(34),8,10(33),11,13,15(20),16,18,24-undecaen-3-yl]acetate. LCMS (ESI, M+1): 688.3. Starting materials: ClCCl, Cl, Nc1ccccc1, O=C1OCCCC1=CSc1ccccc1. The product is O=C(Nc1ccccc1)C(=CSc1ccccc1)CCCO. Reaction SMILES: [CH2:24]([Cl:25])[Cl:26].[ClH:23].[NH2:1][c:2]1[cH:3][cH:4][cH:5][cH:6][cH:7]1.[c:8]1([S:14][CH:15]=[C:16]2[C:17](=[O:22])[O:18][CH2:19][CH2:20][CH2:21]2)[cH:9][cH:10][cH:11][cH:12][cH:13]1>>[NH:1]([c:2]1[cH:3][cH:4][cH:5][cH:6][cH:7]1)[C:17]([C:16](=[CH:15][S:14][c:8]1[cH:9][cH:10][cH:11][cH:12][cH:13]1)[CH2:21][CH2:20][CH2:19][OH:18])=[O:22]. Reactants: BrC1=CC=C(C=C1)[C@@H]1[C@H](C1)CN1C(CCC1)C (1-[2-(4-bromo-phenyl)-(1S,2S)-cyclopropylmethyl]-2-methyl-pyrrolidine), product, N (NH3), BrC1=CC=C(C=C1)[C@@H]1[C@H](C1)CN1C(CCC1)C (1-[2-(4-Bromo-phenyl)-(1S,2S)-cyclopropylmethyl]-2-methyl-pyrrolidine), BrC1=CC=C(C=C1)[C@@H]1[C@H](C1)CN1[C@H](CCC1)C (1-[(1S,2S)-2-(4-bromo-phenyl)-cyclopropylmethyl]-2(S)-methyl-pyrrolidine). Product: CC1N(CCC1)C[C@@H]1[C@H](C1)C1=CC=C(C=C1)C1=CC=C(C=C1)C#N (4′-{(1S,2S)-2-[(2-Methylpyrrolidin-1-yl)methyl]cyclopropyl}-1,1′-biphenyl-4-carbonitrile). RXN SMILES: Br[C:2]1[CH:7]=[CH:6][C:5]([C@H:8]2[CH2:10][C@@H:9]2[CH2:11][N:12]2[CH2:16][CH2:15][CH2:14][CH:13]2[CH3:17])=[CH:4][CH:3]=1.Br[C:19]1[CH:24]=[CH:23][C:22]([C@H:25]2C[C@@H]2CN2CCC[C@@H]2C)=[CH:21][CH:20]=1.[NH3:35]>>[CH3:17][CH:13]1[CH2:14][CH2:15][CH2:16][N:12]1[CH2:11][C@H:9]1[CH2:10][C@@H:8]1[C:5]1[CH:6]=[CH:7][C:2]([C:19]2[CH:20]=[CH:21][C:22]([C:25]#[N:35])=[CH:23][CH:24]=2)=[CH:3][CH:4]=1. Reported procedure: The title compound was prepared using the procedure described in Example 1E substituting 1-[2-(4-bromo-phenyl)-(1S,2S)-cyclopropylmethyl]-2-methyl-pyrrolidine (the product from Example 5A) for 1-[(1S,2S)-2-(4-bromo-phenyl)-cyclopropylmethyl]-2(S)-methyl-pyrrolidine (the product from Example 1D). 1H NMR (300 MHz, CD3OD) δ 0.98 (m, 1H), 1.1 (m, 1H), 1.20 (d, J=6 Hz, 2H), 1.34 (m, 1H), 1.49(m, 1H), 1.84 (m, 3H), 2.06 (m, 2H), 2.51 (m, 1H), 2.61 (m, 1H), 3.06 (dd, J=12 Hz, J=6 Hz, 0.5H), 3.22 (dd, J... Starting materials: B, C1CCOC1, CN(C)S(=O)(=O)c1ccc(C(=O)O)cc1. Yields the product CN(C)S(=O)(=O)c1ccc(CO)cc1. As a reaction SMILES: [BH3:16].[CH2:17]1[O:18][CH2:19][CH2:20][CH2:21]1.[CH3:1][N:2]([S:3](=[O:4])(=[O:5])[c:6]1[cH:7][cH:8][c:9]([C:10](=[O:11])[OH:12])[cH:13][cH:14]1)[CH3:15]>>[CH3:1][N:2]([S:3](=[O:4])(=[O:5])[c:6]1[cH:7][cH:8][c:9]([CH2:10][OH:11])[cH:13][cH:14]1)[CH3:15]. RXN SMILES: Cl[C:2]1[C:7]([CH2:8][CH:9]([C:16]2[CH:17]=[N:18][CH:19]=[CH:20][CH:21]=2)[C:10]2[CH:11]=[N:12][CH:13]=[CH:14][CH:15]=2)=[CH:6][CH:5]=[CH:4][N:3]=1.[CH3:22][NH:23][C:24]1[CH:25]=[N:26][CH:27]=[CH:28][CH:29]=1.CC(C)([O-])C.[Na+]>C1(C)C=CC=CC=1.C1C=CC(/C=C/C(/C=C/C2C=CC=CC=2)=O)=CC=1.C1C=CC(/C=C/C(/C=C/C2C=CC=CC=2)=O)=CC=1.C1C=CC(/C=C/C(/C=C/C2C=CC=CC=2)=O)=CC=1.[Pd].[Pd].[CH-]1C(P(C2C=CC=CC=2)C2C=CC=CC=2)=CC=C1.[CH-]1C(P(C2C=CC=CC=2)C2C=CC=CC=2)=CC=C1.[Fe+2]>[N:12]1[CH:13]=[CH:14][CH:15]=[C:10]([CH:9]([C:16]2[CH:17]=[N:18][CH:19]=[CH:20][CH:21]=2)[CH2:8][C:7]2[C:2]([N:23]([CH3:22])[C:24]3[CH:25]=[N:26][CH:27]=[CH:28][CH:29]=3)=[N:3][CH:4]=[CH:5][CH:6]=2)[CH:11]=1 |f:2.3,5.6.7.8.9,10.11.12|. Yields the product N1=CC(=CC=C1)C(CC=1C(=NC=CC1)N(C=1C=NC=CC1)C)C=1C=NC=CC1 (3-(2,2-dipyridin-3-ylethyl)-N-methyl-N-pyridin-3-ylpyridin-2-amine). Reported procedure: To a solution of 2-chloro-3-(2,2-dipyridin-3-ylethyl)pyridine (1.54 g) and 3-(methylamino)pyridine (732 mg) in 30 mL toluene were added tris(dibenzylideneacetone)-dipalladium(0) (119 mg), 1,1-bis(diphenylphosphino)ferrocene (144 mg), and sodium tert-butoxide (651 mg). The reaction was heated at 100 C under a stream of Ar for 5 h. The reaction was cooled to room temp, then partitioned between saturated aqueous sodium bicarbonate and CH2Cl2. The aqueous solution was extracted with CH2Cl2 (3×), and... Reactants: ClC1=NC=CC=C1CC(C=1C=NC=CC1)C=1C=NC=CC1 (2-chloro-3-(2,2-dipyridin-3-ylethyl)pyridine), CNC=1C=NC=CC1 (3-(methylamino)pyridine), CC(C)([O-])C.[Na+] (sodium tert-butoxide). The yield is 38.0%. Solvent: C1(=CC=CC=C1)C (toluene). The reagents and catalysts are C=1C=CC(=CC1)/C=C/C(=O)/C=C/C2=CC=CC=C2.C=1C=CC(=CC1)/C=C/C(=O)/C=C/C2=CC=CC=C2.C=1C=CC(=CC1)/C=C/C(=O)/C=C/C2=CC=CC=C2.[Pd].[Pd] (tris(dibenzylideneacetone)-dipalladium(0)), [CH-]1C=CC=C1P(C2=CC=CC=C2)C3=CC=CC=C3.[CH-]1C=CC=C1P(C2=CC=CC=C2)C3=CC=CC=C3.[Fe+2] (1,1-bis(diphenylphosphino)ferrocene).